Dataset: the Open Reaction Database (ORD), a public repository of structured organic reaction records. Task: describe an organic reaction: reactants, conditions, products, and yield Starting materials: CC(C)(C)N(C(=O)[O-])C1CCN(CC2Cn3c(=O)ccc4ncc(Cl)c2c43)CC1, ClCCl, O=C(O)C(F)(F)F. Yields the product NC1CCN(CC2Cn3c(=O)ccc4ncc(Cl)c2c43)CC1. RXN SMILES: [CH3:1][C:2]([N:5]([C:3](=[O:4])[O-:6])[CH:9]1[CH2:10][CH2:11][N:12]([CH2:15][CH:16]2[CH2:17][n:18]3[c:19]4[c:20]2[c:21]([Cl:29])[cH:22][n:23][c:24]4[cH:25][cH:26][c:27]3=[O:28])[CH2:13][CH2:14]1)([CH3:7])[CH3:8].[Cl:37][CH2:38][Cl:39].[OH:30][C:31]([C:32]([F:33])([F:34])[F:35])=[O:36]>>[NH2:5][CH:9]1[CH2:10][CH2:11][N:12]([CH2:15][CH:16]2[CH2:17][n:18]3[c:19]4[c:20]2[c:21]([Cl:29])[cH:22][n:23][c:24]4[cH:25][cH:26][c:27]3=[O:28])[CH2:13][CH2:14]1. The reactants are C(C)C=1C=C(C(=NC1C)NC)NC(OC1=CC=CC=C1)=O (Phenyl N-(5-ethyl-6-methyl-2-methylaminopyridin-3-yl)carbamate), CC=1C=C(C=C(C1)C)N1CCNCC1 (1-(3,5-dimethylphenyl)piperazine). Yields the product C(C)C=1C=C(C(=NC1C)NC)NC(=O)N1CCN(CC1)C1=CC(=CC(=C1)C)C (1-[(5-Ethyl-6-methyl-2-methylaminopyridin-3-yl)aminocarbonyl]-4-(3,5-dimethylphenyl)piperazine). Isolated yield 56.0%. As a reaction SMILES: [CH2:1]([C:3]1[CH:4]=[C:5]([NH:12][C:13](=[O:21])OC2C=CC=CC=2)[C:6]([NH:10][CH3:11])=[N:7][C:8]=1[CH3:9])[CH3:2].[CH3:22][C:23]1[CH:24]=[C:25]([N:30]2[CH2:35][CH2:34][NH:33][CH2:32][CH2:31]2)[CH:26]=[C:27]([CH3:29])[CH:28]=1>>[CH2:1]([C:3]1[CH:4]=[C:5]([NH:12][C:13]([N:33]2[CH2:34][CH2:35][N:30]([C:25]3[CH:26]=[C:27]([CH3:29])[CH:28]=[C:23]([CH3:22])[CH:24]=3)[CH2:31][CH2:32]2)=[O:21])[C:6]([NH:10][CH3:11])=[N:7][C:8]=1[CH3:9])[CH3:2]. Procedure details: Phenyl N-(5-ethyl-6-methyl-2-methylaminopyridin-3-yl)carbamate and 1-(3,5-dimethylphenyl)piperazine were reacted by the same way with the example 1 to obtain the titled compound. Reactants: CC(C)CC(C)O, CO, CCC1(CC)CN(C(C)C)c2nc(Cl)ncc2N(C)C1=O, COc1cc(C(=O)NC2CCN(C)CC2)ccc1N, O, Cc1ccc(S(=O)(=O)O)cc1. Yields the product CCC1(CC)CN(C(C)C)c2nc(Nc3ccc(C(=O)NC4CCN(C)CC4)cc3OC)ncc2N(C)C1=O. RXN SMILES: [CH3:53][CH:54]([CH3:55])[CH2:56][CH:57]([OH:58])[CH3:59].[CH3:60][OH:61].[Cl:1][c:2]1[n:3][cH:4][c:5]2[c:11]([n:12]1)[N:10]([CH:13]([CH3:14])[CH3:15])[CH2:9][C:8]([CH2:16][CH3:17])([CH2:18][CH3:19])[C:7](=[O:20])[N:6]2[CH3:21].[NH2:34][c:35]1[c:36]([O:51][CH3:52])[cH:37][c:38]([C:39](=[O:40])[NH:41][CH:42]2[CH2:43][CH2:44][N:45]([CH3:48])[CH2:46][CH2:47]2)[cH:49][cH:50]1.[OH2:22].[c:23]1([CH3:24])[cH:25][cH:26][c:27]([S:28]([OH:29])(=[O:30])=[O:31])[cH:32][cH:33]1>>[c:2]1([NH:34][c:35]2[c:36]([O:51][CH3:52])[cH:37][c:38]([C:39](=[O:40])[NH:41][CH:42]3[CH2:43][CH2:44][N:45]([CH3:48])[CH2:46][CH2:47]3)[cH:49][cH:50]2)[n:3][cH:4][c:5]2[c:11]([n:12]1)[N:10]([CH:13]([CH3:14])[CH3:15])[CH2:9][C:8]([CH2:16][CH3:17])([CH2:18][CH3:19])[C:7](=[O:20])[N:6]2[CH3:21]. Reactants: COC1=C(C=O)C=C(C=C1)OC (2,5-dimethoxybenzaldehyde), CC(=O)C (acetone), [OH-].[Na+] (sodium hydroxide). The solvent is O (water), Cl (hydrochloric acid), O (water). Run at time 20 hour. Yields the product COC1=C(C=C(C=C1)OC)/C=C/C(C)=O ((E)-4-(2,5-dimethoxyphenyl)but-3-en-2-one). As a reaction SMILES: [CH3:1][O:2][C:3]1[CH:10]=[CH:9][C:8]([O:11][CH3:12])=[CH:7][C:4]=1[CH:5]=O.[CH3:13][C:14]([CH3:16])=[O:15].[OH-].[Na+]>O.Cl>[CH3:1][O:2][C:3]1[CH:10]=[CH:9][C:8]([O:11][CH3:12])=[CH:7][C:4]=1/[CH:5]=[CH:13]/[C:14](=[O:15])[CH3:16] |f:2.3|. Procedure details: A solution of 16.6 g (0.1 mol) of 2,5-dimethoxybenzaldehyde in 21 ml (0.28 mol) of acetone and 10 ml of water was treated with 2.5 ml of 3N sodium hydroxide solution. The temperature of the reaction mixture should not exceed 30°. The mixture was stirred at room temperature for 20 hours, diluted with water and 3N hydrochloric acid was added to produce a strongly acidic reaction. The aqueous phase was extracted twice with methylene chloride. The combined organic phases were washed with water, drie... Starting materials: CCOCC, ClCCl, COc1c(-c2ccccc2)cc(C)cc1-c1ccccc1, O. Product: Cc1cc(-c2ccccc2)c(O)c(-c2ccccc2)c1. Reaction SMILES: [CH2:23]([O:24][CH2:25][CH3:26])[CH3:27].[CH2:28]([Cl:29])[Cl:30].[CH3:1][c:2]1[cH:3][c:4](-[c:16]2[cH:17][cH:18][cH:19][cH:20][cH:21]2)[c:5]([O:14][CH3:15])[c:6](-[c:8]2[cH:9][cH:10][cH:11][cH:12][cH:13]2)[cH:7]1.[OH2:22]>>[CH3:1][c:2]1[cH:3][c:4](-[c:16]2[cH:17][cH:18][cH:19][cH:20][cH:21]2)[c:5]([OH:14])[c:6](-[c:8]2[cH:9][cH:10][cH:11][cH:12][cH:13]2)[cH:7]1.